Dataset: the Open Reaction Database (ORD), a public repository of structured organic reaction records. Task: describe an organic reaction: reactants, conditions, products, and yield Starting materials: N1CCC2(CC1)CSC1=C(O2)C2=CC=CC=C2C(C1=O)=O (spiro[naphtho[1,2-b][1,4]oxathiine-2,4′-piperidine]-5,6-dione), BrC(C)CCC (2-bromopentane). Product: CC(CCC)N1CCC2(CC1)CSC1=C(O2)C2=CC=CC=C2C(C1=O)=O (1′-(1-methylbutyl)spiro[naphtho[1,2-b][1,4]oxathiine-2,4′-piperidine]-5,6-dione). RXN SMILES: [NH:1]1[CH2:6][CH2:5][C:4]2([O:11][C:10]3[C:12]4[C:17]([C:18](=[O:21])[C:19](=[O:20])[C:9]=3[S:8][CH2:7]2)=[CH:16][CH:15]=[CH:14][CH:13]=4)[CH2:3][CH2:2]1.Br[CH:23]([CH2:25][CH2:26][CH3:27])[CH3:24]>>[CH3:24][CH:23]([N:1]1[CH2:2][CH2:3][C:4]2([O:11][C:10]3[C:12]4[C:17]([C:18](=[O:21])[C:19](=[O:20])[C:9]=3[S:8][CH2:7]2)=[CH:16][CH:15]=[CH:14][CH:13]=4)[CH2:5][CH2:6]1)[CH2:25][CH2:26][CH3:27]. Procedure details: Compound 127 was synthesized using spiro[naphtho[1,2-b][1,4]oxathiine-2,4′-piperidine]-5,6-dione, 2-bromopentane and conditions outlined in procedure V. M.p.=109-111° C.; 400 MHz 1H NMR (CDCl3) δ 8.05 (d, 1H), 7.75 (d, 1H), 7.65 (t, 1H), 7.5 (t, 1H), 2.9 (s, 2H), 2.8-2.6 (m, 5H), 2.1 (d, 2H), 1.85 (q, 2H), 1.55 (m, 1H), 1.4-1.15 (m, 3H), 1.0 (t, 3H), 0.9 (t, 3H); LCMS: 372 [M+H]. The reactants are C([O-])([O-])=O.[Cs+].[Cs+] (Cesium carbonate), FC(C=1SC=C(N1)C1=C(C=CC=C1)O)(F)F (2-[2-(trifluoromethyl)-1,3-thiazol-4-yl]phenol), BrCCBr (1,2-dibromoethane). Solvent: C(C)#N (acetonitrile). Conditions: temperature 70 celsius. Yields the product BrCCOC1=C(C=CC=C1)C=1N=C(SC1)C(F)(F)F (4-[2-(2-bromoethoxy)phenyl]-2-(trifluoromethyl)-1,3-thiazole). Reaction SMILES: C(=O)([O-])[O-].[Cs+].[Cs+].[F:7][C:8]([F:22])([F:21])[C:9]1[S:10][CH:11]=[C:12]([C:14]2[CH:19]=[CH:18][CH:17]=[CH:16][C:15]=2[OH:20])[N:13]=1.[Br:23][CH2:24][CH2:25]Br>C(#N)C>[Br:23][CH2:24][CH2:25][O:20][C:15]1[CH:16]=[CH:17][CH:18]=[CH:19][C:14]=1[C:12]1[N:13]=[C:9]([C:8]([F:7])([F:21])[F:22])[S:10][CH:11]=1 |f:0.1.2|. Reported procedure: Cesium carbonate (266 mg, 0.816 mmol) was added to a solution of 2-[2-(trifluoromethyl)-1,3-thiazol-4-yl]phenol (C4) (100 mg, 0.408 mmol) and 1,2-dibromoethane (0.35 mL, 4.1 mmol) in acetonitrile (33 mL), and the mixture was heated at 70° C. for 18 hours. After cooling to room temperature, the reaction was partitioned between dichloromethane and water; the organic layer was dried over magnesium sulfate, filtered, and concentrated in vacuo. Purification via silica gel chromatography (Gradient: 10...